This data is from the Open Reaction Database (ORD), a public repository of structured organic reaction records. The task is: describe an organic reaction: reactants, conditions, products, and yield Reactants: N1N=CC(=C1)CCO (2-(4-pyrazolyl)-1-ethanol), C([O-])([O-])=O.[Na+].[Na+] (sodium carbonate), IC(C)C (2-iodopropane). Solvent: CN(C=O)C (dimethylformamide), CN(C=O)C (dimethylformamide). Conditions: temperature 100 celsius. Yields the product C(C)(C)N1N=CC(=C1)CCO (2-(1-isopropyl-1H-pyrazol-4-yl)-1-ethanol). Isolated yield 25.9%. As a reaction SMILES: [NH:1]1[CH:5]=[C:4]([CH2:6][CH2:7][OH:8])[CH:3]=[N:2]1.C(=O)([O-])[O-].[Na+].[Na+].I[CH:16]([CH3:18])[CH3:17]>CN(C)C=O>[CH:16]([N:1]1[CH:5]=[C:4]([CH2:6][CH2:7][OH:8])[CH:3]=[N:2]1)([CH3:18])[CH3:17] |f:1.2.3|. Reported procedure: To a solution of 1.0 gm (9.0 mMol) 2-(4-pyrazolyl)-1-ethanol in 36 mL dimethylformamide were added 2.38 gm (22.5 mMol) sodium carbonate followed by the dropwise addition of a solution of 0.89 mL (9.0 mMol) 2-iodopropane in 8 mL dimethylformamide. The reaction mixture was heated to 100° C. for 18 hours. The reaction mixture was then cooled to ambient and then concentrated under reduced pressure. The residue was partitioned between water and dichloromethane. The organic phase was then washed with ... Starting materials: CCOC(=O)C1CCN(c2ccc([N+](=O)[O-])cc2)CC1, CO, [H][H]. The product is CCOC(=O)C1CCN(c2ccc(N)cc2)CC1. As a reaction SMILES: [CH2:1]([CH3:2])[O:3][C:4](=[O:5])[CH:6]1[CH2:7][CH2:8][N:9]([c:12]2[cH:13][cH:14][c:15]([N+:18]([O-:19])=[O:20])[cH:16][cH:17]2)[CH2:10][CH2:11]1.[CH3:23][OH:24].[H:21][H:22]>>[CH2:1]([CH3:2])[O:3][C:4](=[O:5])[CH:6]1[CH2:7][CH2:8][N:9]([c:12]2[cH:13][cH:14][c:15]([NH2:18])[cH:16][cH:17]2)[CH2:10][CH2:11]1. The reactants are BrCC1CO1, [H-], [Na+], CN(C)C=O, O, Oc1cccc2nonc12. Yields the product c1cc(OCC2CO2)c2nonc2c1. As a reaction SMILES: [Br:13][CH2:14][CH:15]1[CH2:16][O:17]1.[H-:1].[Na+:2].[O:19]=[CH:20][N:21]([CH3:22])[CH3:23].[OH2:18].[n:3]1[c:4]2[c:5]([n:6][o:7]1)[c:8]([OH:12])[cH:9][cH:10][cH:11]2>>[n:3]1[c:4]2[c:5]([n:6][o:7]1)[c:8]([O:12][CH2:14][CH:15]1[CH2:16][O:17]1)[cH:9][cH:10][cH:11]2. Reagents/catalysts: CCO.CCO.CCO.CCO.[Ti] (tetraethyl orthotitanate). Starting materials: NC1=CC=CC2=C1C(N1[C@H](C=3N2C=NC3C(=O)OC(C)(C)C)CCC1)=O (tert.butyl (S)-8-amino-11,12,13,13a-tetrahydro-9-oxo-9H-imidazo[1,5-a]pyrrolo[2,1-c][1,4]benzodiazepine-1-carboxylate), C1(CCCCC1)O (cyclohexanol). Product: NC1=CC=CC2=C1C(N1[C@H](C=3N2C=NC3C(=O)OC3CCCCC3)CCC1)=O (cyclohexyl (S)-8-amino-11,12,13,13a-tetrahydro-9-oxo-9H-imidazo[1,5-a]pyrrolo[2,1-c][1,4]benzodiazepine-1-carboxylate). Reported procedure: A mixture of 10.0 g (28.2 mmol) of tert.butyl (S)-8-amino-11,12,13,13a-tetrahydro-9-oxo-9H-imidazo[1,5-a]pyrrolo[2,1-c][1,4]benzodiazepine-1-carboxylate, 2.6 g (11.1 mmol) of a tetraethyl orthotitanate and 60 ml of cyclohexanol is stirred at 130° for 24 hours, a small amount of solvent being distilled off three times in vacuo. The mixture is subsequently evaporated in vacuo, the residue is taken up in 60 ml of chloroform, the chloroform solution is treated with water, stirred for a further 1 hou... Reaction conditions: time 24 hour. RXN SMILES: [NH2:1][C:2]1[C:7]2[C:8](=[O:26])[N:9]3[CH2:25][CH2:24][CH2:23][C@H:10]3[C:11]3[N:12]([CH:13]=[N:14][C:15]=3[C:16]([O:18][C:19]([CH3:22])(C)[CH3:20])=[O:17])[C:6]=2[CH:5]=[CH:4][CH:3]=1.[CH:27]1(O)[CH2:32]CCC[CH2:28]1>CCO.CCO.CCO.CCO.[Ti]>[NH2:1][C:2]1[C:7]2[C:8](=[O:26])[N:9]3[CH2:25][CH2:24][CH2:23][C@H:10]3[C:11]3[N:12]([CH:13]=[N:14][C:15]=3[C:16]([O:18][CH:19]3[CH2:22][CH2:32][CH2:27][CH2:28][CH2:20]3)=[O:17])[C:6]=2[CH:5]=[CH:4][CH:3]=1 |f:2.3.4.5.6|. The reactants are CCN(C(C)C)C(C)C, O=C(O)c1cccc(S(=O)(=O)Cl)c1, ClCCl, Clc1ccc(N2CCNCC2)cc1, Cl, Cl. Product: O=C(O)c1cccc(S(=O)(=O)N2CCN(c3ccc(Cl)cc3)CC2)c1. Reaction SMILES: [CH:29]([N:30]([CH:31]([CH3:32])[CH3:33])[CH2:34][CH3:35])([CH3:36])[CH3:37].[Cl:16][S:17](=[O:18])(=[O:19])[c:20]1[cH:21][c:22]([C:23](=[O:24])[OH:25])[cH:26][cH:27][cH:28]1.[Cl:38][CH2:39][Cl:40].[Cl:3][c:4]1[cH:5][cH:6][c:7]([N:10]2[CH2:11][CH2:12][NH:13][CH2:14][CH2:15]2)[cH:8][cH:9]1.[ClH:1].[ClH:2]>>[Cl:3][c:4]1[cH:5][cH:6][c:7]([N:10]2[CH2:11][CH2:12][N:13]([S:17](=[O:18])(=[O:19])[c:20]3[cH:21][c:22]([C:23](=[O:24])[OH:25])[cH:26][cH:27][cH:28]3)[CH2:14][CH2:15]2)[cH:8][cH:9]1. Reactants: C(O)([O-])=O.[Na+] (sodium hydrogen carbonate), C(C)(=O)N[C@H](COC1=NOC(=C1)C(=O)NC1=C(C=C(C=C1)OCC1CC1)SCCC(=O)OCC(CCCC)CC)C (2-ethylhexyl 3-{[2-{[(3-{[(2S)-2-(acetylamino)propyl]oxy}isoxazol-5-yl)carbonyl]amino}-5-(cyclopropylmethoxy)phenyl]sulfanyl}propanoate), [O-]CC.[Na+] (sodium ethoxide), FC(C(=O)O)(F)F (trifluoroacetic acid). The solvent is C1CCOC1 (THF). Reaction conditions: time 30 minute. The product is C1(CC1)COC1=CC2=C(N=C(S2)C2=CC(=NO2)OC[C@H](C)NC(C)=O)C=C1 (N-[(1S)-2-({5-[6-(cyclopropylmethoxy)-1,3-benzothiazol-2-yl]isoxazol-3-yl}oxy)-1-methylethyl]acetamide). Yield: 11.7%. RXN SMILES: [C:1]([NH:4][C@@H:5]([CH3:41])[CH2:6][O:7][C:8]1[CH:12]=[C:11]([C:13]([NH:15][C:16]2[CH:21]=[CH:20][C:19]([O:22][CH2:23][CH:24]3[CH2:26][CH2:25]3)=[CH:18][C:17]=2[S:27]CCC(OCC(CC)CCCC)=O)=O)[O:10][N:9]=1)(=[O:3])[CH3:2].[O-]CC.[Na+].FC(F)(F)C(O)=O.C(=O)([O-])O.[Na+]>C1COCC1>[CH:24]1([CH2:23][O:22][C:19]2[CH:20]=[CH:21][C:16]3[N:15]=[C:13]([C:11]4[O:10][N:9]=[C:8]([O:7][CH2:6][C@@H:5]([NH:4][C:1](=[O:3])[CH3:2])[CH3:41])[CH:12]=4)[S:27][C:17]=3[CH:18]=2)[CH2:26][CH2:25]1 |f:1.2,4.5|. Procedure details: A mixture of 2-ethylhexyl 3-{[2-{[(3-{[(2S)-2-(acetylamino)propyl]oxy}isoxazol-5-yl)carbonyl]amino}-5-(cyclopropylmethoxy)phenyl]sulfanyl}propanoate (935 mg), sodium ethoxide (20% ethanol solution, 1.08 g) and THF (10 mL) was stirred at room temperature for 30 min. To the reaction mixture was added trifluoroacetic acid (0.611 mL) at 0° C., and the obtained mixture was stirred at 70° C. overnight. To the reaction mixture was added saturated aqueous sodium hydrogen carbonate solution, and the mixt... Product: CCCCCCCCC=CCCCCCCCC(=O)NCC(COC(c1ccccc1)(c1ccccc1)c1ccccc1)OC(=O)c1ccccc1. RXN SMILES: [C:1]([c:2]1[cH:3][cH:4][cH:5][cH:6][cH:7]1)(=[O:8])[Cl:9].[Cl:60][CH2:61][Cl:62].[OH:10][CH:11]([CH2:12][NH:13][C:14]([CH2:15][CH2:16][CH2:17][CH2:18][CH2:19][CH2:20][CH2:21][CH:22]=[CH:23][CH2:24][CH2:25][CH2:26][CH2:27][CH2:28][CH2:29][CH2:30][CH3:31])=[O:32])[CH2:33][O:34][C:35]([c:36]1[cH:37][cH:38][cH:39][cH:40][cH:41]1)([c:42]1[cH:43][cH:44][cH:45][cH:46][cH:47]1)[c:48]1[cH:49][cH:50][cH:51][cH:52][cH:53]1.[n:54]1[cH:55][cH:56][cH:57][cH:58][cH:59]1>>[C:1]([c:2]1[cH:3][cH:4][cH:5][cH:6][cH:7]1)(=[O:8])[O:10][CH:11]([CH2:12][NH:13][C:14]([CH2:15][CH2:16][CH2:17][CH2:18][CH2:19][CH2:20][CH2:21][CH:22]=[CH:23][CH2:24][CH2:25][CH2:26][CH2:27][CH2:28][CH2:29][CH2:30][CH3:31])=[O:32])[CH2:33][O:34][C:35]([c:36]1[cH:37][cH:38][cH:39][cH:40][cH:41]1)([c:42]1[cH:43][cH:44][cH:45][cH:46][cH:47]1)[c:48]1[cH:49][cH:50][cH:51][cH:52][cH:53]1. The reactants are O=C(Cl)c1ccccc1, ClCCl, CCCCCCCCC=CCCCCCCCC(=O)NCC(O)COC(c1ccccc1)(c1ccccc1)c1ccccc1, c1ccncc1. Reactants: OC1CCN(CC1)C(=O)OC(C)(C)C (Tert-butyl 4-hydroxypiperidine-1-carboxylate), [H-].[Na+] (sodium hydride), C(C=CC1=CC=CC=C1)Cl (Cinnamyl chloride). Run in C(C)(=O)OCC (ethyl acetate), CN(C)C=O (DMF). Run at time 1 hour. The product is C1(=CC=CC=C1)C=CCOC1CCN(CC1)C(=O)OC(C)(C)C (tert-butyl 4-(3-phenyl-2-propenyloxy)piperidine-1-carboxylate). Isolated yield 50.2%. RXN SMILES: [OH:1][CH:2]1[CH2:7][CH2:6][N:5]([C:8]([O:10][C:11]([CH3:14])([CH3:13])[CH3:12])=[O:9])[CH2:4][CH2:3]1.[H-].[Na+].[CH2:17](Cl)[CH:18]=[CH:19][C:20]1[CH:25]=[CH:24][CH:23]=[CH:22][CH:21]=1>CN(C=O)C.C(OCC)(=O)C>[C:20]1([CH:19]=[CH:18][CH2:17][O:1][CH:2]2[CH2:3][CH2:4][N:5]([C:8]([O:10][C:11]([CH3:14])([CH3:13])[CH3:12])=[O:9])[CH2:6][CH2:7]2)[CH:25]=[CH:24][CH:23]=[CH:22][CH:21]=1 |f:1.2|. Procedure: Tert-butyl 4-hydroxypiperidine-1-carboxylate (0.396 g, 1.97 mmol) was dissolved in DMF (5 ml), to which sodium hydride (0.086 g, 2.16 mmol) was added, and the mixture was stirred at room temperature for 1 hour. Cinnamyl chloride (0.300 g, 1.97 mmol) was added to the mixture while cooling in an ice-bath, and the resulting mixture was stirred overnight. The reaction mixture was diluted with ethyl acetate, and the mixture was washed with water and brine. The organic layer was dried over magnesium s...